From a dataset of the Open Reaction Database (ORD), a public repository of structured organic reaction records. describe an organic reaction: reactants, conditions, products, and yield Reactants: Brc1cccc(Br)c1, O, O=[N+]([O-])O, O=S(=O)(O)O. The product is O=[N+]([O-])c1ccc(Br)cc1Br. RXN SMILES: [Br:5][c:6]1[cH:7][c:8]([Br:12])[cH:9][cH:10][cH:11]1.[OH2:18].[OH:1][N+:2]([O-:3])=[O:4].[S:13](=[O:14])(=[O:15])([OH:16])[OH:17]>>[O-:1][N+:2](=[O:4])[c:11]1[c:6]([Br:5])[cH:7][c:8]([Br:12])[cH:9][cH:10]1. Reactants: COC(=O)C1CCC2=CC(=CC=C12)C1CCCCC1 (5-cyclohexyl-1-indanecarboxylic acid methyl ester), BrCC(=O)OCC (ethyl bromoacetate), C(CCC)[Li] (butyl-lithium), C(C)(C)NC(C)C (diisopropylamine). The solvent is O1CCCC1 (tetrahydrofurane), O1CCCC1 (tetrahydrofurane), O1CCCC1 (tetrahydrofurane). Conditions: temperature -20 celsius. The product is C(C)OC(CC1(CCC2=CC(=CC=C12)C1CCCCC1)C(=O)OC)=O (1-methoxycarbonyl-5-cyclohexyl-1-indaneacetic acid ethyl ester). RXN SMILES: C([Li])CCC.C(NC(C)C)(C)C.[CH3:13][O:14][C:15]([CH:17]1[C:25]2[C:20](=[CH:21][C:22]([CH:26]3[CH2:31][CH2:30][CH2:29][CH2:28][CH2:27]3)=[CH:23][CH:24]=2)[CH2:19][CH2:18]1)=[O:16].Br[CH2:33][C:34]([O:36][CH2:37][CH3:38])=[O:35]>O1CCCC1>[CH2:37]([O:36][C:34](=[O:35])[CH2:33][C:17]1([C:15]([O:14][CH3:13])=[O:16])[C:25]2[C:20](=[CH:21][C:22]([CH:26]3[CH2:31][CH2:30][CH2:29][CH2:28][CH2:27]3)=[CH:23][CH:24]=2)[CH2:19][CH2:18]1)[CH3:38]. Procedure: 23.6 ml of butyl-lithium (20% strength in hexane) are slowly added dropwise to a solution of 7.6 g of diisopropylamine (absolute) in 80 ml of absolute tetrahydrofurane at -10° to -15° C under a dry nitrogen atmosphere, whilst stirring, and 15 minutes after completion of the addition a solution of 15.5 g of 5-cyclohexyl-1-indanecarboxylic acid methyl ester in 40 ml of absolute tetrahydrofurane is added. The reaction solution is cooled to -20° C and a solution of 16.5 g of ethyl bromoacetate in 40... Starting materials: C(C1=CC=CC=C1)(C1=CC=CC=C1)(C1=CC=CC=C1)N1C=NC(=C1)C=O (1-trityl-1H-imidazole-4-carbaldehyde), C[Mg]Br (methyl magnesium bromide). The solvent is C1CCOC1 (THF). Run at time 8 hour. Yields the product C(C1=CC=CC=C1)(C1=CC=CC=C1)(C1=CC=CC=C1)N1C=NC(=C1)C(C)O (1-(1-trityl-1H-imidazol-4-yl)ethanol). Isolated yield 75.2%. As a reaction SMILES: [C:1]([N:20]1[CH:24]=[C:23]([CH:25]=[O:26])[N:22]=[CH:21]1)([C:14]1[CH:19]=[CH:18][CH:17]=[CH:16][CH:15]=1)([C:8]1[CH:13]=[CH:12][CH:11]=[CH:10][CH:9]=1)[C:2]1[CH:7]=[CH:6][CH:5]=[CH:4][CH:3]=1.[CH3:27][Mg]Br>C1COCC1>[C:1]([N:20]1[CH:24]=[C:23]([CH:25]([OH:26])[CH3:27])[N:22]=[CH:21]1)([C:14]1[CH:15]=[CH:16][CH:17]=[CH:18][CH:19]=1)([C:8]1[CH:9]=[CH:10][CH:11]=[CH:12][CH:13]=1)[C:2]1[CH:7]=[CH:6][CH:5]=[CH:4][CH:3]=1. Procedure: To a solution of 1-trityl-1H-imidazole-4-carbaldehyde (10.0 g, 0.03 mol) in anhydrous THF (100 mL) was added dropwise methyl magnesium bromide (1.4 M in hexane, 52.8 mL, 0.075 mol) at 0° C. After the addition, the mixture was stirred at RT overnight. The reaction was quenched with sat. aq. NH4Cl (50 mL) and the mixture extracted with CH2Cl2 (3×50 mL). The organic layers were combined, washed with 1 N aq. NaOH (3×20 mL), water (3×20 mL) and brine (100 mL), dried over MgSO4 and evaporated. The res... Reactants: S1N=C(C=C1)CSCCNC(SC)=N (2-(3-isothiazolylmethylthio)ethyl-S-methylisothiourea), NCCSCC1=NSC=C1 (3-[(2-aminoethyl)thiomethyl]isothiazole), C(C)N (ethylamine). The product is C(#N)NC(=NCCSCC1=NSC=C1)NCC (N-cyano-N'-ethyl-N"-[2-(3-isothiazolylmethylthio)ethyl]guanidine). Reaction SMILES: S1C=CC(CS[CH2:8][CH2:9][NH:10][C:11](=[NH:14])SC)=N1.[NH2:15][CH2:16][CH2:17][S:18][CH2:19][C:20]1[CH:24]=[CH:23][S:22][N:21]=1.[CH2:25]([NH2:27])C>>[C:25]([NH:14][C:11]([NH:10][CH2:9][CH3:8])=[N:15][CH2:16][CH2:17][S:18][CH2:19][C:20]1[CH:24]=[CH:23][S:22][N:21]=1)#[N:27]. Reported procedure: Reaction N-cyano-N'-[2-(3-isothiazolylmethylthio)ethyl-S-methylisothiourea, prepared from 3-[(2-aminoethyl)thiomethyl]isothiazole by the procedure of Example 3(c)(i), wth ethylamine by the procedure of Example 4 gives N-cyano-N'-ethyl-N"-[2-(3-isothiazolylmethylthio)ethyl]guanidine. Reactants: C(C)(=O)OC(C1=CC=CC=C1)C1=CC=C(C=C1)NC(=O)C1CC(=NO1)C=1C=NC=CC1 ((±)-[4-[[[4,5-dihydro-3-(3-pyridinyl)-5-isoxazolyl]carbonyl]amino]phenyl]phenylmethyl acetate). Solvent: CO (methanol). Yields the product C(C)(=O)O[C@@H](C1=CC=CC=C1)C1=CC=C(C=C1)NC(=O)C1CC(=NO1)C=1C=NC=CC1 ((S)-[4-[[[4,5-dihydro-3-(3-pyridinyl)-5-isoxazolyl]carbonyl]amino]phenyl]phenylmethyl acetate). The yield is 3.8%. RXN SMILES: [C:1]([O:4][CH:5]([C:12]1[CH:17]=[CH:16][C:15]([NH:18][C:19]([CH:21]2[O:25][N:24]=[C:23]([C:26]3[CH:27]=[N:28][CH:29]=[CH:30][CH:31]=3)[CH2:22]2)=[O:20])=[CH:14][CH:13]=1)[C:6]1[CH:11]=[CH:10][CH:9]=[CH:8][CH:7]=1)(=[O:3])[CH3:2]>CO>[C:1]([O:4][C@H:5]([C:12]1[CH:13]=[CH:14][C:15]([NH:18][C:19]([CH:21]2[O:25][N:24]=[C:23]([C:26]3[CH:27]=[N:28][CH:29]=[CH:30][CH:31]=3)[CH2:22]2)=[O:20])=[CH:16][CH:17]=1)[C:6]1[CH:7]=[CH:8][CH:9]=[CH:10][CH:11]=1)(=[O:3])[CH3:2]. Procedure: ) (±)-[4-[[[4,5-dihydro-3-(3-pyridinyl)-5-isoxazolyl]carbonyl]amino]phenyl]phenylmethyl acetate (0.019 mol) was separated into its enantiomers by chiral column chromatography over Chiralcel OJ (eluent: 100% methanol). The desired fraction group was collected and the solvent was evaporated, yielding 0.3 g of (S)-[4-[[[4,5-dihydro-3-(3-pyridinyl)-5-isoxazolyl]carbonyl]amino]phenyl]phenylmethyl acetate (compound 498). The product is O.Cl.Cl.O1[C@H](CCC2=C1C=CC=C2)CNCCCNC=2NCCCN2.O2[C@H](CCC1=C2C=CC=C1)CNCCCNC=1NCCCN1.Cl.Cl ((-)-(R)-N-[(3,4-dihydro-2H-1-benzopyran-2-yl)methyl]-N'-(1,4,5,6-tetrahydro-2-pyrimidinyl)-1,3-propanediamine dihydrochloride hemihydrate). As a reaction SMILES: O.[ClH:2].Cl.[O:4]1[C:9]2[CH:10]=[CH:11][CH:12]=[CH:13][C:8]=2[CH2:7][CH2:6][C@@H:5]1[CH2:14][NH:15][CH2:16][CH2:17][CH2:18][NH:19][C:20]1[N:25]=[CH:24][CH:23]=[CH:22][N:21]=1.[O:26]1[C:31]2[CH:32]=[CH:33][CH:34]=[CH:35][C:30]=2[CH2:29][CH2:28][C@@H:27]1[CH2:36][NH:37][CH2:38][CH2:39][CH2:40][NH:41][C:42]1[N:47]=[CH:46][CH:45]=[CH:44][N:43]=1.Cl.Cl.Cl.[H][H]>CO.CC(O)C.[Pd]>[OH2:4].[ClH:2].[ClH:2].[O:26]1[C:31]2[CH:32]=[CH:33][CH:34]=[CH:35][C:30]=2[CH2:29][CH2:28][C@@H:27]1[CH2:36][NH:37][CH2:38][CH2:39][CH2:40][NH:41][C:42]1[NH:47][CH2:46][CH2:45][CH2:44][N:43]=1.[O:4]1[C:9]2[CH:10]=[CH:11][CH:12]=[CH:13][C:8]=2[CH2:7][CH2:6][C@@H:5]1[CH2:14][NH:15][CH2:16][CH2:17][CH2:18][NH:19][C:20]1[NH:25][CH2:24][CH2:23][CH2:22][N:21]=1.[ClH:2].[ClH:2] |f:0.1.2.3.4.5.6,12.13.14.15.16.17.18|. The solvent is CO (methanol), CC(C)O (2-propanol). Procedure details: A mixture of 3.6 g of (-)-(R)-N-[(3,4-dihydro-2H-1-benzopyran-2-yl)methyl]-N'-(2-pyrimidinyl)-1,3-propanediamine dihydrochloride hemihydrate in 150 ml of methanol and 20 ml of 2-propanol saturated with HCl was hydrogenated in the presence of 1.5 g of palladium-on-charcoal catalyst (2%). After the calculated amount of hydrogen was taken up, the catalyst was filtered off and the filtrate was evaporated. The product was crystallized from acetonitrile, filtered off and dried, yielding 2.7 g (74.0%) ... Isolated yield 296.9%. Starting materials: O.Cl.Cl.O1[C@H](CCC2=C1C=CC=C2)CNCCCNC2=NC=CC=N2.O2[C@H](CCC1=C2C=CC=C1)CNCCCNC1=NC=CC=N1.Cl.Cl ((-)-(R)-N-[(3,4-dihydro-2H-1-benzopyran-2-yl)methyl]-N'-(2-pyrimidinyl)-1,3-propanediamine dihydrochloride hemihydrate), Cl (HCl), [H][H] (hydrogen). Reagents/catalysts: [Pd] (palladium-on-charcoal).